Dataset: the Open Reaction Database (ORD), a public repository of structured organic reaction records. Task: describe an organic reaction: reactants, conditions, products, and yield Reactants: O (Water), ClCN1C=C(C=C1)C#N (1-chloromethyl-3-cyano-1H-pyrole), FC(CCC(C#N)C#N)(F)F ((3,3,3-trifluoropropyl)malononitrile), C([O-])([O-])=O.[K+].[K+] (potassium carbonate). The solvent is CN(C=O)C (N,N-dimethylformamide). Reaction conditions: time 1 hour. Yields the product C(#N)C1=CN(C=C1)CC(C#N)(C#N)CCC(F)(F)F ([(3-cyano-1H-pyrole-1-yl) methyl] (3,3,3-trifluoropropyl) malononitrile). Isolated yield 72.4%. RXN SMILES: Cl[CH2:2][N:3]1[CH:7]=[CH:6][C:5]([C:8]#[N:9])=[CH:4]1.[F:10][C:11]([F:20])([F:19])[CH2:12][CH2:13][CH:14]([C:17]#[N:18])[C:15]#[N:16].C(=O)([O-])[O-].[K+].[K+].O>CN(C)C=O>[C:8]([C:5]1[CH:6]=[CH:7][N:3]([CH2:2][C:14]([CH2:13][CH2:12][C:11]([F:10])([F:19])[F:20])([C:15]#[N:16])[C:17]#[N:18])[CH:4]=1)#[N:9] |f:2.3.4|. Procedure details: 0.27 g of 1-chloromethyl-3-cyano-1H-pyrole and 0.34 g of (3,3,3-trifluoropropyl)malononitrile were dissolved in 3ml of N,N-dimethylformamide. 0.29 g of potassium carbonate was added to the solution under ice cooling, followed by stirring at room temperature for 1 hour. Water was added to the reaction mixture, and then extracted with ethyl acetate. The organic layer was washed with saturated aqueous solution of sodium chloride, dried over anhydrous magnesium sulfate, filtered. The filtrate was co... Reactants: O=C([O-])[O-], CCOC(=O)C(Br)CC, Cc1oc(-c2ccccc2)nc1CCOc1ccc(O)cc1, [Cl-], [Cs+], [Cs+], [Na+], CN(C)C=O, O. Product: CCOC(=O)C(CC)Oc1ccc(OCCc2nc(-c3ccccc3)oc2C)cc1. As a reaction SMILES: [C:23](=[O:24])([O-:25])[O-:26].[CH2:29]([CH3:30])[O:31][C:32]([CH:33]([CH2:34][CH3:35])[Br:36])=[O:37].[CH3:1][c:2]1[c:3]([CH2:13][CH2:14][O:15][c:16]2[cH:17][cH:18][c:19]([OH:22])[cH:20][cH:21]2)[n:4][c:5](-[c:7]2[cH:8][cH:9][cH:10][cH:11][cH:12]2)[o:6]1.[Cl-:44].[Cs+:27].[Cs+:28].[Na+:45].[O:38]=[CH:39][N:40]([CH3:41])[CH3:42].[OH2:43]>>[CH3:1][c:2]1[c:3]([CH2:13][CH2:14][O:15][c:16]2[cH:17][cH:18][c:19]([O:22][CH:33]([C:32]([O:31][CH2:29][CH3:30])=[O:37])[CH2:34][CH3:35])[cH:20][cH:21]2)[n:4][c:5](-[c:7]2[cH:8][cH:9][cH:10][cH:11][cH:12]2)[o:6]1.